This data is from the Open Reaction Database (ORD), a public repository of structured organic reaction records. The task is: describe an organic reaction: reactants, conditions, products, and yield Starting materials: BrC=1C=C(C(=O)NC2=CC=C(C=C2)OC(F)(F)F)C=CC1N1C[C@@H](CC1)O ((R)-3-bromo-4-(3-hydroxypyrrolidin-1-yl)-N-(4-(trifluoromethoxy)phenyl)benzamide), CC1=NC=C(C=N1)B1OC(C(O1)(C)C)(C)C (2-methyl-5-(4,4,5,5-tetramethyl-1,3,2-dioxaborolan-2-yl)pyrimidine). The product is O[C@H]1CN(CC1)C1=C(C=C(C(=O)NC2=CC=C(C=C2)OC(F)(F)F)C=C1)C=1C=NC(=NC1)C ((R)-4-(3-Hydroxypyrrolidin-1-yl)-3-(2-methylpyrimidin-5-yl)-N-(4-(trifluoromethoxy)phenyl)benzamide). Reaction SMILES: Br[C:2]1[CH:3]=[C:4]([CH:19]=[CH:20][C:21]=1[N:22]1[CH2:26][CH2:25][C@@H:24]([OH:27])[CH2:23]1)[C:5]([NH:7][C:8]1[CH:13]=[CH:12][C:11]([O:14][C:15]([F:18])([F:17])[F:16])=[CH:10][CH:9]=1)=[O:6].[CH3:28][C:29]1[N:34]=[CH:33][C:32](B2OC(C)(C)C(C)(C)O2)=[CH:31][N:30]=1>>[OH:27][C@@H:24]1[CH2:25][CH2:26][N:22]([C:21]2[CH:20]=[CH:19][C:4]([C:5]([NH:7][C:8]3[CH:13]=[CH:12][C:11]([O:14][C:15]([F:18])([F:17])[F:16])=[CH:10][CH:9]=3)=[O:6])=[CH:3][C:2]=2[C:32]2[CH:31]=[N:30][C:29]([CH3:28])=[N:34][CH:33]=2)[CH2:23]1. Procedure: The title compound was prepared in an analogous fashion to that described in Example 1 using (R)-3-bromo-4-(3-hydroxypyrrolidin-1-yl)-N-(4-(trifluoromethoxy)phenyl)benzamide (Stage 2.1) and 2-methyl-5-(4,4,5,5-tetramethyl-1,3,2-dioxaborolan-2-yl)pyrimidine to afford a white solid. UPLC-MS (condition 1) tR=2.46 min, m/z=459.1-460.1 [M+H]+, m/z=457.2-458.2 [M−H]−; 1H-NMR (400 MHz, DMSO-d6) δ ppm 1.76 (d, J=3.91 Hz, 1H) 1.82-1.93 (m, 1H) 2.65-2.72 (m, 1H) 2.68 (s, 3H) 3.00-3.11 (m, 2H) 3.18-3.27 (m... Starting materials: CC(C(CC(=O)OCC)=O)(C)C (ethyl 4,4-dimethyl-3-oxopentanoate), COC(N(C)C)OC (dimethylformamide dimethylacetal), O.NN (hydrazine monohydrate). The product is C(C)(C)(C)C1=NNC=C1C(=O)OC (methyl 3-tert-butyl-1H-pyrazole-4-carboxylate). RXN SMILES: [CH3:1][C:2]([CH3:12])([CH3:11])[C:3](=O)[CH2:4][C:5]([O:7][CH2:8]C)=[O:6].COC(OC)[N:16]([CH3:18])C.O.[NH2:22]N>>[C:2]([C:3]1[C:4]([C:5]([O:7][CH3:8])=[O:6])=[CH:18][NH:16][N:22]=1)([CH3:12])([CH3:11])[CH3:1] |f:2.3|. Procedure details: Using ethyl 4,4-dimethyl-3-oxopentanoate (3.4 g), dimethylformamide dimethylacetal (2.8 mL) and hydrazine monohydrate (1.1 mL), and in the same manner as in Example 1(3), a crude product of methyl 3-tert-butyl-1H-pyrazole-4-carboxylate was obtained. This was dissolved in dimethylformamide (15 ml), potassium carbonate (1.2 g) and 2-chloro-5-trifluoromethylpyridine (1.7 g) were added, and the mixture was stirred at room temperature overnight. In the same manner as in Example 1(4), the title object... The reactants are COCCOC, CCC(CC)Nc1c([N+](=O)[O-])cc(C)c(Cl)c1[N+](=O)[O-], CCO, N. Yields the product CCC(CC)Nc1c([N+](=O)[O-])cc(C)c(N)c1[N+](=O)[O-]. Reaction SMILES: [CH2:21]([CH2:22][O:23][CH3:24])[O:25][CH3:26].[CH3:1][CH2:2][CH:3]([CH2:4][CH3:5])[NH:6][c:7]1[c:8]([N+:18](=[O:19])[O-:20])[c:9]([Cl:17])[c:10]([CH3:16])[cH:11][c:12]1[N+:13](=[O:14])[O-:15].[CH3:28][CH2:29][OH:30].[NH3:27]>>[CH3:1][CH2:2][CH:3]([CH2:4][CH3:5])[NH:6][c:7]1[c:8]([N+:18](=[O:19])[O-:20])[c:9]([NH2:27])[c:10]([CH3:16])[cH:11][c:12]1[N+:13](=[O:14])[O-:15]. Starting materials: OC1=CC=C(C(=O)C2=CC=C(C=C2)O)C=C1 (4,4'dihydroxybenzophenone), C(C1=CC=CC=C1)Cl (benzyl chloride), [OH-].[Na+] (sodium hydroxide), C1(=CC=CC=C1)C (toluene). The solvent is O (water), C1(=CC=CC=C1)C.CO (toluene methanol). Reaction conditions: temperature 80 celsius, time 3 day. The product is C(C1=CC=CC=C1)OC1=CC=C(C(=O)C2=CC=C(C=C2)O)C=C1 (4-benzyloxy-4'-hydroxybenzophenone). Reaction SMILES: [OH:1][C:2]1[CH:16]=[CH:15][C:5]([C:6]([C:8]2[CH:13]=[CH:12][C:11]([OH:14])=[CH:10][CH:9]=2)=[O:7])=[CH:4][CH:3]=1.[OH-].[Na+].[C:19]1([CH3:25])[CH:24]=[CH:23][CH:22]=[CH:21][CH:20]=1.C(Cl)C1C=CC=CC=1>O.C1(C)C=CC=CC=1.CO>[CH2:25]([O:1][C:2]1[CH:16]=[CH:15][C:5]([C:6]([C:8]2[CH:13]=[CH:12][C:11]([OH:14])=[CH:10][CH:9]=2)=[O:7])=[CH:4][CH:3]=1)[C:19]1[CH:24]=[CH:23][CH:22]=[CH:21][CH:20]=1 |f:1.2,6.7|. Reported procedure: Combine 4,4'dihydroxybenzophenone (21.4 g, 0.10 mmol) and sodium hydroxide (4.0 g, 0.10 mmol) in water (50 mL). Heat to 80° C. Add toluene (100 mL). Add benzyl chloride (17.3 mL, 0.15 mmol) in toluene/methanol (100 mL/40 mL). Maintain heating at 70° C. to 80° C. After 3 days, cool to ambient temperature and partition the reaction mixture between ethyl acetate and water. Separate the layers and extract the aqueous layer with ethyl acetate. Combine the organic layers and extract with aqueous 1M so... The reactants are C1CCOC1, COC(=O)c1cc2c(Cl)cncc2s1, Cl, [Li+], [OH-]. Yields the product O=C(O)c1cc2c(Cl)cncc2s1. As a reaction SMILES: [CH2:18]1[O:19][CH2:20][CH2:21][CH2:22]1.[Cl:1][c:2]1[c:3]2[c:4]([cH:5][n:6][cH:7]1)[s:8][c:9]([C:11](=[O:12])[O:13][CH3:14])[cH:10]2.[ClH:17].[Li+:16].[OH-:15]>>[Cl:1][c:2]1[c:3]2[c:4]([cH:5][n:6][cH:7]1)[s:8][c:9]([C:11](=[O:12])[OH:13])[cH:10]2.